This data is from the Open Reaction Database (ORD), a public repository of structured organic reaction records. The task is: describe an organic reaction: reactants, conditions, products, and yield The reactants are C1(=CC=CC=C1)N(C(=O)C=1C=NC=CC1)CC1=CC=C(C=C1)OCCCCCCCCCCCCCC (N-Phenyl-N-[[4-(tetradecyloxy)phenyl]methyl]-3-pyridinecarboxamide), CI (methyl iodide). Reaction conditions: temperature 100 celsius. The product is [I-].C[N+]1=CC(=CC=C1)C(=O)N(CC1=CC=C(C=C1)OCCCCCCCCCCCCCC)C1=CC=CC=C1 (1-Methyl-3-[[phenyl[[4-(tetradecyloxy)phenyl]methyl]amino]carbonyl]pyridinium iodide). Isolated yield 99.3%. RXN SMILES: [C:1]1([N:7]([CH2:16][C:17]2[CH:22]=[CH:21][C:20]([O:23][CH2:24][CH2:25][CH2:26][CH2:27][CH2:28][CH2:29][CH2:30][CH2:31][CH2:32][CH2:33][CH2:34][CH2:35][CH2:36][CH3:37])=[CH:19][CH:18]=2)[C:8]([C:10]2[CH:11]=[N:12][CH:13]=[CH:14][CH:15]=2)=[O:9])[CH:6]=[CH:5][CH:4]=[CH:3][CH:2]=1.[CH3:38][I:39]>>[I-:39].[CH3:38][N+:12]1[CH:13]=[CH:14][CH:15]=[C:10]([C:8]([N:7]([C:1]2[CH:6]=[CH:5][CH:4]=[CH:3][CH:2]=2)[CH2:16][C:17]2[CH:18]=[CH:19][C:20]([O:23][CH2:24][CH2:25][CH2:26][CH2:27][CH2:28][CH2:29][CH2:30][CH2:31][CH2:32][CH2:33][CH2:34][CH2:35][CH2:36][CH3:37])=[CH:21][CH:22]=2)=[O:9])[CH:11]=1 |f:2.3|. Procedure details: A mixture of 0.80 g of product from Example 146 and 11.34 g of methyl iodide is heated, in a sealed tube, at 100° C. for 10 hours. The reaction is concentrated in vacuo to give 1.02 g of the desired product as light yellow crystals. The reactants are [BH3-]C#N, O=C([O-])O, Cc1cccc(C=O)c1, CO, CCOC(C)=O, CC(=O)O, COC(=O)C1CCCC1N, [Na+], [Na+]. Yields the product COC(=O)C1CCCC1NCc1cccc(C)c1. As a reaction SMILES: [C:20]([BH3-:21])#[N:22].[C:24](=[O:25])([OH:26])[O-:27].[CH3:11][c:12]1[cH:13][c:14]([CH:15]=[O:16])[cH:17][cH:18][cH:19]1.[CH3:29][OH:30].[CH3:31][CH2:32][O:33][C:34](=[O:35])[CH3:36].[CH3:37][C:38](=[O:39])[OH:40].[NH2:1][CH:2]1[CH:3]([C:7](=[O:8])[O:9][CH3:10])[CH2:4][CH2:5][CH2:6]1.[Na+:23].[Na+:28]>>[NH:1]([CH:2]1[CH:3]([C:7](=[O:8])[O:9][CH3:10])[CH2:4][CH2:5][CH2:6]1)[CH2:15][c:14]1[cH:13][c:12]([CH3:11])[cH:19][cH:18][cH:17]1. Reactants: ClC1=CC(=NC=N1)N[C@@H]1C[C@@H]2[C@@H](OC(OC2)C2=CC=C(C=C2)OC)C1 (6-chloro-N-[(4aS,6R,7aS)-2-(4-methoxyphenyl)-hexahydrocyclopenta[d][1,3]dioxin-6-yl]pyrimidin-4-amine), N[C@H]1CCC2=CC=CC=C12 ((S)-(+)-1-aminoindan). Run at temperature 180 celsius. Yields the product ClC1=CC(=NC=N1)N[C@@H]1C[C@H]([C@H](C1)O)CO ((1S,2S,4R)-4-[(6-Chloropyrimidin-4-yl)amino]-2-(hydroxymethyl)cyclopentanol). Yield: 40.9%. As a reaction SMILES: [Cl:1][C:2]1[N:7]=[CH:6][N:5]=[C:4]([NH:8][C@H:9]2[CH2:25][C@@H:12]3[O:13]C(C4C=CC(OC)=CC=4)[O:15][CH2:16][C@@H:11]3[CH2:10]2)[CH:3]=1.N[C@@H]1C2C(=CC=CC=2)CC1>>[Cl:1][C:2]1[N:7]=[CH:6][N:5]=[C:4]([NH:8][C@H:9]2[CH2:25][C@H:12]([OH:13])[C@H:11]([CH2:16][OH:15])[CH2:10]2)[CH:3]=1. Reported procedure: A neat mixture of 6-chloro-N-[(4aS,6R,7aS)-2-(4-methoxyphenyl)-hexahydrocyclopenta[d][1,3]dioxin-6-yl]pyrimidin-4-amine (120. mg, 0.332 mmol) and (S)-(+)-1-aminoindan (0.170 mL, 1.33 mmol) was heated to 180° C. for 6 h in a sealed tube using MWI. The reaction was purified via silica gel chromatography eluting with a gradient of 0 to 15% MeOH in DCM to afford the title compound (33.1 mg, 41%). LC/MS: Rt=0.90 min, ES+ 244 (AA standard).